Dataset: the Open Reaction Database (ORD), a public repository of structured organic reaction records. Task: describe an organic reaction: reactants, conditions, products, and yield The reactants are ClC1=CN=C(S1)C(C)(OC)OC (5-Chloro-2-(1,1-dimethoxy-ethyl)-thiazole), FC(C(=O)O)(F)F (trifluoroacetic acid), O (water). Solvent: ClCCl (dichloromethane). Reaction conditions: time 8 hour. Yields the product ClC1=CN=C(S1)C(C)=O (1-(5-Chloro-thiazol-2-yl)-ethanone). As a reaction SMILES: [Cl:1][C:2]1[S:6][C:5]([C:7](OC)([O:9]C)[CH3:8])=[N:4][CH:3]=1.FC(F)(F)C(O)=O.O>ClCCl>[Cl:1][C:2]1[S:6][C:5]([C:7](=[O:9])[CH3:8])=[N:4][CH:3]=1. Procedure: To a solution of 5-Chloro-2-(1,1-dimethoxy-ethyl)-thiazole (3.5 g) in dichloromethane (20 ml) was added trifluoroacetic acid (30 ml) and water (1 ml). The resulting mixture was stirred overnight at ambient, concentrated to an oil, diluted with diethyl ether, washed with 10% sodium bicarbonate, water and brine, dried (magnesium sulfate), filtered and concentrated to afford the sub-titled compound as a yellow solid in quantitative yield (2.6 g); 1H NMR (400 Mhz, CDCl3) δ 2.7 (3H, s), 7.8 (1H, s). Starting materials: COC=1C=C2C(N=C(O2)C)=C(C1)O (6-methoxy-2-methyl-1,3-benzoxazol-4-ol), [N+](=O)([O-])C=1C=C(OC[C@H]2OC2)C=CC1 ((2S)-2-[(3-nitrophenoxy)methyl]oxirane), C([O-])([O-])=O.[Cs+].[Cs+] (cesium carbonate). Solvent: CN(C)C=O (DMF). Run at time 5 hour. Yields the product O1[C@@H](C1)COC=1C=C(C=C2C1N=C(O2)C)OC (6-Methoxy-2-methyl-1,3-benzoxazol-4-yl (2S)oxiranylmethyl ether). Isolated yield 83.6%. As a reaction SMILES: [CH3:1][O:2][C:3]1[CH:4]=[C:5]2[O:9][C:8]([CH3:10])=[N:7][C:6]2=[C:11]([OH:13])[CH:12]=1.[N+](C1C=C(C=CC=1)O[CH2:21][C@@H:22]1[CH2:24][O:23]1)([O-])=O.C(=O)([O-])[O-].[Cs+].[Cs+]>CN(C=O)C>[O:23]1[CH2:24][C@H:22]1[CH2:21][O:13][C:11]1[CH:12]=[C:3]([O:2][CH3:1])[CH:4]=[C:5]2[O:9][C:8]([CH3:10])=[N:7][C:6]=12 |f:2.3.4|. Procedure: A suspension of 6-methoxy-2-methyl-1,3-benzoxazol-4-ol (0.11 g, 0.60 mmol), (2S)-2-[(3-nitrophenoxy)methyl]oxirane (0.16 g, 0.79 mmol) and cesium carbonate (0.44 g, 1.37 mmol) in dry DMF (4 mL) was stirred at room temperature for 5 hours. After aqueous work-up the crude product was purified by flash chromatography (SiO2, toluene-ethyl acetate, 3:1) to afford the subtitle compound (0.118 g, 83.7%). Starting materials: C1CCOC1, [Li]CCCC, COc1ccc(S)cc1OC, O, CC(C)(C)OC(=O)C=CCCCCc1ccccc1. Product: COc1ccc(SC(CCCCc2ccccc2)CC(=O)OC(C)(C)C)cc1OC. Reaction SMILES: [CH2:36]1[O:37][CH2:38][CH2:39][CH2:40]1.[CH3:12][CH2:13][CH2:14][CH2:15][Li:16].[CH3:1][O:2][c:3]1[cH:4][c:5]([SH:11])[cH:6][cH:7][c:8]1[O:9][CH3:10].[OH2:41].[c:17]1([CH2:23][CH2:24][CH2:25][CH2:26][CH:27]=[CH:28][C:29](=[O:30])[O:31][C:32]([CH3:33])([CH3:34])[CH3:35])[cH:18][cH:19][cH:20][cH:21][cH:22]1>>[CH3:1][O:2][c:3]1[cH:4][c:5]([S:11][CH:27]([CH2:26][CH2:25][CH2:24][CH2:23][c:17]2[cH:18][cH:19][cH:20][cH:21][cH:22]2)[CH2:28][C:29](=[O:30])[O:31][C:32]([CH3:33])([CH3:34])[CH3:35])[cH:6][cH:7][c:8]1[O:9][CH3:10]. The reactants are O=C1N(CCC1)C1=CC(=CC=2NN=NC21)C(=O)OC (Methyl 4-(2-oxo-1-pyrrolidinyl)-1H-1,2,3-benzotriazole-6-carboxylate), [H-].[Na+] (NaH), C(C)I (Ethyl iodide). Solvent: CN(C)C=O (DMF). Run at time 5 minute. Yields the product C(C)N1N=NC2=C1C=C(C=C2N2C(CCC2)=O)C(=O)OC (methyl 1-ethyl-4-(2-oxo-1-pyrrolidinyl)-1H-1,2,3-benzotriazole-6-carboxylate). The yield is 60.8%. As a reaction SMILES: [O:1]=[C:2]1[CH2:6][CH2:5][CH2:4][N:3]1[C:7]1[C:15]2[N:14]=[N:13][NH:12][C:11]=2[CH:10]=[C:9]([C:16]([O:18][CH3:19])=[O:17])[CH:8]=1.[H-].[Na+].[CH2:22](I)[CH3:23]>CN(C=O)C>[CH2:22]([N:12]1[C:11]2[CH:10]=[C:9]([C:16]([O:18][CH3:19])=[O:17])[CH:8]=[C:7]([N:3]3[CH2:4][CH2:5][CH2:6][C:2]3=[O:1])[C:15]=2[N:14]=[N:13]1)[CH3:23] |f:1.2|. Reported procedure: To a solution of ethyl methyl 4-(2-oxo-1-pyrrolidinyl)-1H-1,2,3-benzotriazole-6-carboxylate (D249) (400 mg, 1.54 mmol, 1 equiv) in DMF (10 ml) at room temperature was added NaH (60% dispersion in mineral oil, 68 mg, 1.69 mmol, 1.1 equiv) and the resulting mixture was stirred 5 min at this temperature. Ethyl iodide (135 μl, 1.69 mmol, 1.1 equiv) was added and the resulting solution was stirred for 2 h then concentrated in vacuo. The residue was dissolved in AcOEt and the organic phase was washed ... Starting materials: ClC(C(OC(C)C1=CC(=CC2=CN(N=C12)COCC[Si](C)(C)C)Cl)=N)(Cl)Cl ((±)-1-(5-Chloro-2-((2-(trimethylsilyl)ethoxy)methyl)-2H-indazol-7-yl)ethyl 2,2,2-trichloroacetimidate), FC1=CC=C(C=C1)C1(CCN(CC1)C(=O)OC(C)(C)C)CO (tert-butyl 4-(4-fluorophenyl)-4-(hydroxymethyl)piperidine-1-carboxylate). Run in ClCCl.C1CCCCC1 (dichloromethane cyclohexane). Reaction conditions: temperature 0 celsius, time 1 hour. The product is ClC1=CC2=CN(N=C2C(=C1)C(C)OCC1(CCN(CC1)C(=O)OC(C)(C)C)C1=CC=C(C=C1)F)COCC[Si](C)(C)C ((±)-tert-Butyl 4-((1-(5-chloro-2-((2-(trimethylsilyl)ethoxy)methyl)-2H-indazol-7-yl)ethoxy)methyl)-4-(4-fluorophenyl)piperidine-1-carboxylate). As a reaction SMILES: ClC(Cl)(Cl)C(=N)O[CH:5]([C:7]1[C:15]2[C:11](=[CH:12][N:13]([CH2:16][O:17][CH2:18][CH2:19][Si:20]([CH3:23])([CH3:22])[CH3:21])[N:14]=2)[CH:10]=[C:9]([Cl:24])[CH:8]=1)[CH3:6].[F:28][C:29]1[CH:34]=[CH:33][C:32]([C:35]2([CH2:48][OH:49])[CH2:40][CH2:39][N:38]([C:41]([O:43][C:44]([CH3:47])([CH3:46])[CH3:45])=[O:42])[CH2:37][CH2:36]2)=[CH:31][CH:30]=1>ClCCl.C1CCCCC1>[Cl:24][C:9]1[CH:8]=[C:7]([CH:5]([O:49][CH2:48][C:35]2([C:32]3[CH:31]=[CH:30][C:29]([F:28])=[CH:34][CH:33]=3)[CH2:36][CH2:37][N:38]([C:41]([O:43][C:44]([CH3:45])([CH3:46])[CH3:47])=[O:42])[CH2:39][CH2:40]2)[CH3:6])[C:15]2[C:11](=[CH:12][N:13]([CH2:16][O:17][CH2:18][CH2:19][Si:20]([CH3:22])([CH3:21])[CH3:23])[N:14]=2)[CH:10]=1 |f:2.3|. Procedure details: (±)-1-(5-Chloro-2-((2-(trimethylsilyl)ethoxy)methyl)-2H-indazol-7-yl)ethyl 2,2,2-trichloroacetimidate (1.1 g, 2.33 mmol) and tert-butyl 4-(4-fluorophenyl)-4-(hydroxymethyl)piperidine-1-carboxylate (0.79 g, 2.57 mmol) were combined in a dichloromethane/cyclohexane mixture (1:1, 10 mL) and cooled to 0° C. The reaction was treated with tetrafluoroboric acid-diethyl ether complex (64 μL, 0.47 mmol), stirred at 0° C. for 1 h, quenched by addition of saturated sodium bicarbonate, and diluted with diet... Starting materials: Brc1ccccc1C1CCCCC1, CCCCCO, CNC1CCCCC1NC, [Cu]I, [I-], [Na+]. Product: Ic1ccccc1C1CCCCC1. As a reaction SMILES: [Br:13][c:14]1[c:15]([CH:20]2[CH2:21][CH2:22][CH2:23][CH2:24][CH2:25]2)[cH:16][cH:17][cH:18][cH:19]1.[CH2:26]([OH:27])[CH2:28][CH2:29][CH2:30][CH3:31].[CH3:3][NH:4][CH:5]1[CH2:6][CH2:7][CH2:8][CH2:9][CH:10]1[NH:11][CH3:12].[Cu:32][I:33].[I-:1].[Na+:2]>>[I:1][c:14]1[c:15]([CH:20]2[CH2:21][CH2:22][CH2:23][CH2:24][CH2:25]2)[cH:16][cH:17][cH:18][cH:19]1.